Dataset: the Open Reaction Database (ORD), a public repository of structured organic reaction records. Task: describe an organic reaction: reactants, conditions, products, and yield The reactants are CS(=O)(=O)C1=C(C=CC=C1)C1=CC(=C(C=C1)N)N (2′-methanesulfonyl-biphenyl-3,4-diamine), Cl.C(C)OC(CBr)=N (2-bromoacetimidic acid ethyl ester hydrochloride salt). Run in C(C)O (ethanol). Run at time 12 hour. The product is BrCC1=NC2=C(N1)C=CC(=C2)C2=C(C=CC=C2)S(=O)(=O)C (2-bromomethyl-5-(2-methanesulfonyl-phenyl)-1H-benzoimidazole). Yield: 92.1%. RXN SMILES: [CH3:1][S:2]([C:5]1[CH:10]=[CH:9][CH:8]=[CH:7][C:6]=1[C:11]1[CH:16]=[CH:15][C:14]([NH2:17])=[C:13]([NH2:18])[CH:12]=1)(=[O:4])=[O:3].Cl.C(O[C:23](=N)[CH2:24][Br:25])C>C(O)C>[Br:25][CH2:24][C:23]1[NH:17][C:14]2[CH:15]=[CH:16][C:11]([C:6]3[CH:7]=[CH:8][CH:9]=[CH:10][C:5]=3[S:2]([CH3:1])(=[O:3])=[O:4])=[CH:12][C:13]=2[N:18]=1 |f:1.2|. Procedure: A mixture of 2′-methanesulfonyl-biphenyl-3,4-diamine (8.09 g, 0.0308 mol) and 2-bromoacetimidic acid ethyl ester hydrochloride salt (11.82 g, 0.0370 mol) in anhydrous ethanol (200 proof, 120 mL) was stirred at room temperature for 12 h. The reaction mixture was concentrated under reduced pressure and extracted with ethyl acetate and brine. The organic layer was dried over Na2SO4, filtered, and the filtrate was concentrated in vacuo to provide 2-bromomethyl-5-(2-methanesulfonyl-phenyl)-1H-benzoim... Starting materials: O=C1OCc2ccccc21, CCCCO, CO, O=S(=O)(O)O. Product: S=C1OCc2ccccc21. RXN SMILES: [C:1]1(=[O:2])[O:3][CH2:4][c:5]2[cH:6][cH:7][cH:8][cH:9][c:10]21.[CH2:11]([OH:12])[CH2:13][CH2:14][CH3:15].[CH3:21][OH:22].[S:16](=[O:17])(=[O:18])([OH:19])[OH:20]>>[C:1]1(=[S:16])[O:3][CH2:4][c:5]2[cH:6][cH:7][cH:8][cH:9][c:10]21. Starting materials: CC(C)c1ccc2c(Nc3cc(C(=O)NC(C)c4ccccc4)ccc3Sc3ccc(NC(=O)OC(C)(C)C)cc3)ncnc2n1, CC(C)c1ccc2c(Nc3cc(C(=O)NC(c4ccccc4)C(F)(F)F)ccc3Sc3ccc(NC(=O)OC(C)(C)C)cc3)ncnc2n1. The product is CC(C)c1ccc2c(Nc3cc(C(=O)NC(c4ccccc4)C(F)(F)F)ccc3Sc3ccc(N)cc3)ncnc2n1. Reaction SMILES: [C:50]([O:51][C:52](=[O:53])[NH:54][c:55]1[cH:56][cH:57][c:58]([S:59][c:60]2[cH:61][cH:62][c:63]([C:64](=[O:65])[NH:66][CH:67]([c:68]3[cH:69][cH:70][cH:71][cH:72][cH:73]3)[CH3:74])[cH:75][c:76]2[NH:77][c:78]2[c:79]3[cH:80][cH:81][c:82]([CH:83]([CH3:84])[CH3:85])[n:86][c:87]3[n:88][cH:89][n:90]2)[cH:91][cH:92]1)([CH3:93])([CH3:94])[CH3:95].[CH:1]([CH3:2])([CH3:3])[c:4]1[cH:5][cH:6][c:7]2[c:8]([n:9][cH:10][n:11][c:12]2[NH:13][c:14]2[c:15]([S:34][c:35]3[cH:36][cH:37][c:38]([NH:41][C:42](=[O:43])[O:44][C:45]([CH3:46])([CH3:47])[CH3:48])[cH:39][cH:40]3)[cH:16][cH:17][c:18]([C:20]([NH:21][CH:22]([C:23]([F:24])([F:25])[F:26])[c:27]3[cH:28][cH:29][cH:30][cH:31][cH:32]3)=[O:33])[cH:19]2)[n:49]1>>[CH:1]([CH3:2])([CH3:3])[c:4]1[cH:5][cH:6][c:7]2[c:8]([n:9][cH:10][n:11][c:12]2[NH:13][c:14]2[c:15]([S:34][c:35]3[cH:36][cH:37][c:38]([NH2:41])[cH:39][cH:40]3)[cH:16][cH:17][c:18]([C:20]([NH:21][CH:22]([C:23]([F:24])([F:25])[F:26])[c:27]3[cH:28][cH:29][cH:30][cH:31][cH:32]3)=[O:33])[cH:19]2)[n:49]1.